Dataset: the Open Reaction Database (ORD), a public repository of structured organic reaction records. Task: describe an organic reaction: reactants, conditions, products, and yield Reactants: P(O)(O)(O)=O (phosphoric acid), [Nb] (Niobium), P(O)(O)(O)=O (Phosphoric acid). Procedure: Phosphoric acid (11.82 g; 85 wt. %) is diluted to 30 ml total volume with water. The aqueous phosphoric acid solution is poured over niobic acid (10.0 g; Niobium Products Corp., CBMM number AD222), and the mixture is stirred and dried according to the general procedure of Examples 4(a-d) to yield a niobium phosphate having a P/Nb mole ratio of 1.41. Reaction SMILES: [P:1](=[O:5])([OH:4])([OH:3])[OH:2].[Nb:6]>O>[P:1]([O-:5])([O-:4])([O-:3])=[O:2].[Nb+5:6].[P:1]([O-:5])([O-:4])([O-:3])=[O:2].[P:1]([O-:5])([O-:4])([O-:3])=[O:2].[P:1]([O-:5])([O-:4])([O-:3])=[O:2].[P:1]([O-:5])([O-:4])([O-:3])=[O:2].[Nb+5:6].[Nb+5:6] |f:3.4.5.6.7.8.9.10|. The product is P(=O)([O-])([O-])[O-].[Nb+5].P(=O)([O-])([O-])[O-].P(=O)([O-])([O-])[O-].P(=O)([O-])([O-])[O-].P(=O)([O-])([O-])[O-].[Nb+5].[Nb+5] (niobium phosphate). Solvent: O (water). Starting materials: FC1=C(C=O)C=CC(=C1F)OC (2,3-difluoro-4-methoxy-benzaldehyde), Cl.N1=CC=CC=C1 (pyridine hydrochloride). The solvent is O (water). Reaction conditions: temperature 170 celsius. The product is FC1=C(C=O)C=CC(=C1F)O (2,3-difluoro-4-hydroxy-benzaldehyde). Isolated yield 67.6%. RXN SMILES: [F:1][C:2]1[C:9]([F:10])=[C:8]([O:11]C)[CH:7]=[CH:6][C:3]=1[CH:4]=[O:5].Cl.N1C=CC=CC=1>O>[F:1][C:2]1[C:9]([F:10])=[C:8]([OH:11])[CH:7]=[CH:6][C:3]=1[CH:4]=[O:5] |f:1.2|. Procedure details: Combine 2,3-difluoro-4-methoxy-benzaldehyde (2.76 g, 16.0 mmol) and pyridine hydrochloride (18.5 g, 160 mmol) in a round bottom flask equipped with nitrogen inlet. Heat the mixture at 170° C. two hours, cool to near ambient temperature and dilute with water. Extract aqueous with EtOAc (2×), wash extract with 0.1 N aq. HCl (2×), water (2×) and brine, dry (MgSO4) and concentrate. Purify on silica gel (20% EtOAc/Hexane) to give 2,3-difluoro-4-hydroxy-benzaldehyde (1.71 g) as a yellow solid. 1HNMR (... The reactants are O (Water), BrCCOC1=C(C=C2C(=CC=NC2=C1)OC1=CC(=C(C=C1)NC(=O)NCCC)Cl)OC (N-(4-{[7-(2-bromoethoxy)-6-methoxy-4-quinolyl]oxy}-2-chlorophenyl)-N′-propylurea), C([O-])([O-])=O.[K+].[K+] (potassium carbonate), CNCCO (2-(methylamino)ethanol). Solvent: CN(C=O)C (N,N-dimethylformamide). Conditions: time 18 hour. Yields the product ClC1=C(C=CC(=C1)OC1=CC=NC2=CC(=C(C=C12)OC)OCCN(C)CCO)NC(=O)NCCC (N-{2-Chloro-4-[(7-{2-[(2-hydroxyethyl)-(methyl)amino]ethoxy}-6-methoxy-4-quinolyl)oxy]phenyl}- N′-propylurea). The yield is 106.0%. As a reaction SMILES: Br[CH2:2][CH2:3][O:4][C:5]1[CH:14]=[C:13]2[C:8]([C:9]([O:15][C:16]3[CH:21]=[CH:20][C:19]([NH:22][C:23]([NH:25][CH2:26][CH2:27][CH3:28])=[O:24])=[C:18]([Cl:29])[CH:17]=3)=[CH:10][CH:11]=[N:12]2)=[CH:7][C:6]=1[O:30][CH3:31].C(=O)([O-])[O-].[K+].[K+].[CH3:38][NH:39][CH2:40][CH2:41][OH:42].O>CN(C)C=O>[Cl:29][C:18]1[CH:17]=[C:16]([O:15][C:9]2[C:8]3[C:13](=[CH:14][C:5]([O:4][CH2:3][CH2:2][N:39]([CH2:40][CH2:41][OH:42])[CH3:38])=[C:6]([O:30][CH3:31])[CH:7]=3)[N:12]=[CH:11][CH:10]=2)[CH:21]=[CH:20][C:19]=1[NH:22][C:23]([NH:25][CH2:26][CH2:27][CH3:28])=[O:24] |f:1.2.3|. Reported procedure: A starting compound (N-(4-{[7-(2-bromoethoxy)-6-methoxy-4-quinolyl]oxy}-2-chlorophenyl)-N′-propylurea, 50 mg), potassium carbonate (138 mg), and 2-(methylamino)ethanol (0.040 ml) were dissolved in N,N-dimethylformamide (1 ml), and the solution was stirred at room temperature for 18 hr. Water was added to the reaction mixture, and the mixture was extracted with chloroform-propanol (3/1). The organic layer was dried over anhydrous sodium sulfate, and the solvent was removed by distillation under t... Reactants: FC=1C(=NC=C(C1)C(F)(F)F)NN (3-fluoro-5-(trifluoromethyl)pyridin-2-ylhydrazine), CCOC=CC(CC(=O)OCC)=O (ethyl (2-ethoxymethylene)acetoacetate), C(C)O (ethanol), O (water), Cl (hydrochloric acid). Yields the product C(C)OC(=O)C=1C=NN(C1C)C1=NC=C(C=C1F)C(F)(F)F (1-[3-fluoro-5-(trifluoromethyl)pyridin-2-yl]-5-methyl-1H-pyrazole-4-carboxylic acid ethyl ester). Reaction SMILES: [F:1][C:2]1[C:3]([NH:12][NH2:13])=[N:4][CH:5]=[C:6]([C:8]([F:11])([F:10])[F:9])[CH:7]=1.CCOC=[CH:18][C:19](=O)[CH2:20][C:21]([O:23][CH2:24][CH3:25])=[O:22].Cl.O.[CH2:29](O)C>>[CH2:24]([O:23][C:21]([C:20]1[CH:29]=[N:13][N:12]([C:3]2[C:2]([F:1])=[CH:7][C:6]([C:8]([F:11])([F:9])[F:10])=[CH:5][N:4]=2)[C:19]=1[CH3:18])=[O:22])[CH3:25]. Procedure details: To a solution of 3-fluoro-5-(trifluoromethyl)pyridin-2-ylhydrazine in ethanol (166 ml) were added ethyl (2-ethoxymethylene)acetoacetate (4.52 g) synthesized according to the method described in J. Chem. Soc. Perkin trans. I, p. 1875 (1988) and 1 N hydrochloric acid aqueous solution (110 ml), and stirred under reflux for 3 hours. After the mixture was allowed to cool, to the reaction solution was added water, the precipitated solid was collected by filtration, washed with water, and then dried at... Reactants: C(C)NCC (Diethylamine), ClC=1C(=NC(=NC1)Cl)Cl (trichloropyrimidine), C(C)NCC (diethylamine). Run in N1=CC=CC=C1 (pyridine), C1CCOC1 (THF). Yields the product C(C)N(C1=NC(=CC(=N1)N(CC)CC)Cl)CC (2,4-bis[diethylamino]-6-chloropyrimidine). Reaction SMILES: [CH2:1]([NH:3][CH2:4][CH3:5])[CH3:2].Cl[C:7]1[C:8]([Cl:14])=[N:9][C:10](Cl)=[N:11][CH:12]=1>C1COCC1.N1C=CC=CC=1>[CH2:1]([N:3]([CH2:4][CH3:5])[C:10]1[N:11]=[C:12]([N:3]([CH2:4][CH3:5])[CH2:1][CH3:2])[CH:7]=[C:8]([Cl:14])[N:9]=1)[CH3:2]. Procedure: Diethylamine (80 g) is reacted with trichloropyrimidine (50 g) in THF. The reaction after chromatography yields a mixture of the mono- and di-adduct. This material is dissolved in pyridine (58 g) and reacted with diethylamine (35 g) at 50° for 3 h. The reaction is concentrated to a residue. The residue is partitioned between methylene chloride and aqueous sodium bicarbonate. The organic phase is separated and concentrated. The residue is chromatographed on silica gel, eluting with ethyl acetate/... Reactants: CO, OC(CN(Cc1ccccc1)Cc1ccccc1)(C1CC1)C1CC1, [H][H]. Product: NCC(O)(C1CC1)C1CC1. As a reaction SMILES: [CH3:27][OH:28].[CH:1]1([C:4]([CH2:5][N:6]([CH2:7][c:8]2[cH:9][cH:10][cH:11][cH:12][cH:13]2)[CH2:14][c:15]2[cH:16][cH:17][cH:18][cH:19][cH:20]2)([OH:21])[CH:22]2[CH2:23][CH2:24]2)[CH2:2][CH2:3]1.[H:25][H:26]>>[CH:1]1([C:4]([CH2:5][NH2:6])([OH:21])[CH:22]2[CH2:23][CH2:24]2)[CH2:2][CH2:3]1. The reactants are N1=CC=CC=C1 (pyridine), C(C)N(CCC(CCCC1=CC(=CC=C1)OC)=O)CC.O=N (ketoamine 1-diethylamino-6-(m-methoxyphenyl)hexan-3-one). Solvent: C1=CC=CC=C1 (benzene). Product: acetylenic amine, CC1C(CCCC1=O)=O (2-methylcyclohexane-1,3-dione). Reaction SMILES: C(N(CC)CCC(=O)CCCC1C=CC=[C:12]([O:16]C)[CH:11]=1)C.[O:21]=N.N1[CH:28]=[CH:27][CH:26]=[CH:25][CH:24]=1>C1C=CC=CC=1>[CH3:24][CH:25]1[C:12](=[O:16])[CH2:11][CH2:28][CH2:27][C:26]1=[O:21] |f:0.1|. Reported procedure: Add to the crude undistilled ketoamine 1-diethylamino-6-(m-methoxyphenyl)hexan-3-one (2.3 g), the material obtained by hydration of the acetylenic amine, 2-methylcyclohexane-1,3-dione (1 g), pyridine (1 cc) and benzene (12 cc), and reflux the mixture for 15 hours. Cool the mixture and filter off unreacted dione, add a little ether to the filtrate, and wash the ethereal solution with acid, and then water, and dry. Evaporate the solvents to obtain as residue crude 2-(6-m-methoxyphenyl-3-oxohexyl)-... The reactants are C(C)(=O)OC(C(COC1=C(C(=CC=C1)N)C#N)(C)C)C(C)C (1-(3-amino-2-cyanophenoxy)-2,2,4-trimethylpentan-3-yl acetate), S(N)(=O)(=O)Cl (sulfamoyl chloride). Product: C(C)(=O)OC(C(COC1=C(C(=CC=C1)NS(N)(=O)=O)C#N)(C)C)C(C)C (1-(2-cyano-3-(sulfamoylamino)phenoxy)-2,2,4-trimethylpentan-3-yl acetate). The yield is 90.0%. As a reaction SMILES: [C:1]([O:4][CH:5]([CH:20]([CH3:22])[CH3:21])[C:6]([CH3:19])([CH3:18])[CH2:7][O:8][C:9]1[CH:14]=[CH:13][CH:12]=[C:11]([NH2:15])[C:10]=1[C:16]#[N:17])(=[O:3])[CH3:2].[S:23](Cl)(=[O:26])(=[O:25])[NH2:24]>>[C:1]([O:4][CH:5]([CH:20]([CH3:22])[CH3:21])[C:6]([CH3:19])([CH3:18])[CH2:7][O:8][C:9]1[CH:14]=[CH:13][CH:12]=[C:11]([NH:15][S:23](=[O:26])(=[O:25])[NH2:24])[C:10]=1[C:16]#[N:17])(=[O:3])[CH3:2]. Procedure details: Prepared as in Example 215a from 1-(3-amino-2-cyanophenoxy)-2,2,4-trimethylpentan-3-yl acetate (Example 243b) and sulfamoyl chloride in 90% yield. MS 384 (MH+). The reactants are resultant compound, CN(CC=1N=C(SC1)NC(=O)OC(C)(C)C)C(=O)N[C@@H](C(C)C)C(=O)N[C@@H](CC1=CC=CC=C1)[C@H](C[C@H](CC1=CC=CC=C1)NC([C@@H](NC(=O)N(C)CC=1N=C(SC1)NC(=O)OC(C)(C)C)C(C)C)=O)O ((2S,3S,5S)-2,5-Bis-(N-(N-((N-methyl-N-((2-((((t-butyl)oxy)carbonyl)amino)-4-thiazolyl)methyl)amino)carbonyl)valinyl)amino)-1,6-diphenyl-3-hydroxyhexane), CO (methanol). Run in C(Cl)(Cl)Cl (chloroform). Product: CN(CC=1N=C(SC1)N)C(=O)N[C@@H](C(C)C)C(=O)N[C@@H](CC1=CC=CC=C1)[C@H](C[C@H](CC1=CC=CC=C1)NC([C@@H](NC(=O)N(C)CC=1N=C(SC1)N)C(C)C)=O)O ((2S,3S,5S)-2,5-Bis-(N-(N-((N-methyl-N-((2-amino-4-thiazolyl)methyl)amino)carbonyl)valinyl)amino)-1,6-diphenyl-3-hydroxyhexane). As a reaction SMILES: [CH3:1][N:2]([C:17]([NH:19][C@H:20]([C:24]([NH:26][C@H:27]([C@@H:35]([OH:71])[CH2:36][C@@H:37]([NH:45][C:46](=[O:70])[C@H:47]([CH:67]([CH3:69])[CH3:68])[NH:48][C:49]([N:51]([CH2:53][C:54]1[N:55]=[C:56]([NH:59]C(OC(C)(C)C)=O)[S:57][CH:58]=1)[CH3:52])=[O:50])[CH2:38][C:39]1[CH:44]=[CH:43][CH:42]=[CH:41][CH:40]=1)[CH2:28][C:29]1[CH:34]=[CH:33][CH:32]=[CH:31][CH:30]=1)=[O:25])[CH:21]([CH3:23])[CH3:22])=[O:18])[CH2:3][C:4]1[N:5]=[C:6]([NH:9]C(OC(C)(C)C)=O)[S:7][CH:8]=1.CO>C(Cl)(Cl)Cl>[CH3:1][N:2]([C:17]([NH:19][C@H:20]([C:24]([NH:26][C@H:27]([C@@H:35]([OH:71])[CH2:36][C@@H:37]([NH:45][C:46](=[O:70])[C@H:47]([CH:67]([CH3:69])[CH3:68])[NH:48][C:49]([N:51]([CH2:53][C:54]1[N:55]=[C:56]([NH2:59])[S:57][CH:58]=1)[CH3:52])=[O:50])[CH2:38][C:39]1[CH:44]=[CH:43][CH:42]=[CH:41][CH:40]=1)[CH2:28][C:29]1[CH:30]=[CH:31][CH:32]=[CH:33][CH:34]=1)=[O:25])[CH:21]([CH3:23])[CH3:22])=[O:18])[CH2:3][C:4]1[N:5]=[C:6]([NH2:9])[S:7][CH:8]=1. Reported procedure: Using the procedure of Example 58B but replacing the resultant compound of Example 58A with the resultant compound of Example 94 provided, after silica gel chromatography using first 5% then 10% methanol in chloroform, 52 mg (72%) of the desired compound (Rf 0.18, 10% methanol in chloroform) as a white solid, m.p. 110°-114° C. Mass spectrum: (M+1)+ =821.